Dataset: the Open Reaction Database (ORD), a public repository of structured organic reaction records. Task: describe an organic reaction: reactants, conditions, products, and yield The reactants are [Na] (sodium), CC(C)(C)S (2-methyl-2-propanethiol), [H-].[Na+] (sodium hydride), O (H2O), material, 3-[(2-chloropropionyl)-6-methoxyphenyl]acetate. Product: C(C)(C)(C)SC(C)(C)C (t-butyl thioether). Solvent: C1CCOC1 (THF), O1CCCC1 (tetrahydrofuran), C(Cl)Cl (CH2Cl2), Cl (HCl), CO.C(Cl)Cl (methanol CH2Cl2), C(Cl)Cl (CH2Cl2), CC(=O)C (acetone). As a reaction SMILES: O.[Na].[CH3:3][C:4]([SH:7])([CH3:6])[CH3:5].[H-].[Na+]>CC(C)=O.Cl.C(Cl)Cl.C1COCC1.CO.C(Cl)Cl>[C:4]([S:7][C:4]([CH3:6])([CH3:5])[CH3:3])([CH3:6])([CH3:5])[CH3:3] |f:3.4,9.10,^1:1|. Isolated yield 271.3%. Procedure details: 2-Methoxy methyl phenylacetate was prepared by refluxing 2-methoxy phenylacetate (10.2 g, 61.3 mmole), 70 mL of anhydrous methanol and 1.5 mL of concentrated sulfuric acid for 17 hours. The solvent was removed and the oil was dissolved in 100 mL of diethyl ether, washed with saturated NaHCO3, dried, filtered and evaporated to give 9.26 grams (83%) of 2-methoxymethyl phenylacetate. This material (10.0 g, 55.0 mmole) dissolved in 6 mL of tetrachloroethane was added over a period of 25 minutes (mak... Run at temperature 0 celsius, time 18 hour. The reactants are C[Mg]Br (methylmagnesium bromide), C(C)(C)(C)C1=NC=C(C(=N1)NCCCOC)C(=O)N([C@@H]1CN(C[C@@H](C1)C(N(C)OC)=O)C(=O)OC(C)(C)C)CC(C)C (tert-Butyl (3S,5R)-3-[({2-tert-butyl-4-[(3-methoxypropyl)amino]pyrimidin-5-yl}carbonyl)(2-methylpropyl)amino]-5-[methoxy(methyl)carbamoyl]piperidine-1-carboxylate), [Cl-].[NH4+] (ammonium chloride). Solvent: C1CCOC1 (THF), O1CCCC1 (tetrahydrofuran). Run at time 10 hour. The product is C(C)(=O)[C@H]1CN(C[C@H](C1)N(CC(C)C)C(=O)C=1C(=NC(=NC1)C(C)(C)C)NCCCOC)C(=O)OC(C)(C)C (tert-butyl (3R,5S)-3-acetyl-5-[({2-tert-butyl-4-[(3-methoxypropyl)amino]pyrimidin-5-yl}carbonyl)(2-methylpropyl)amino]piperidine-1-carboxylate). RXN SMILES: [C:1]([C:5]1[N:10]=[C:9]([NH:11][CH2:12][CH2:13][CH2:14][O:15][CH3:16])[C:8]([C:17]([N:19]([CH2:39][CH:40]([CH3:42])[CH3:41])[C@H:20]2[CH2:25][C@@H:24]([C:26](=[O:31])N(OC)C)[CH2:23][N:22]([C:32]([O:34][C:35]([CH3:38])([CH3:37])[CH3:36])=[O:33])[CH2:21]2)=[O:18])=[CH:7][N:6]=1)([CH3:4])([CH3:3])[CH3:2].[CH3:43][Mg]Br.[Cl-].[NH4+]>O1CCCC1>[C:26]([C@@H:24]1[CH2:25][C@H:20]([N:19]([C:17]([C:8]2[C:9]([NH:11][CH2:12][CH2:13][CH2:14][O:15][CH3:16])=[N:10][C:5]([C:1]([CH3:4])([CH3:3])[CH3:2])=[N:6][CH:7]=2)=[O:18])[CH2:39][CH:40]([CH3:42])[CH3:41])[CH2:21][N:22]([C:32]([O:34][C:35]([CH3:38])([CH3:36])[CH3:37])=[O:33])[CH2:23]1)(=[O:31])[CH3:43] |f:2.3|. Procedure details: tert-Butyl (3S,5R)-3-[({2-tert-butyl-4-[(3-methoxypropyl)amino]pyrimidin-5-yl}carbonyl)(2-methylpropyl)amino]-5-[methoxy(methyl)carbamoyl]piperidine-1-carboxylate (75 mg) was dissolved in tetrahydrofuran (10 ml), 1 M methylmagnesium bromide in THF solution (1.3 ml) was added at 0° C., and the mixture was stirred at room temperature for 10 hr. Saturated aqueous ammonium chloride solution was added to the reaction mixture, and the mixture was extracted with ethyl acetate. The extract was washed wi... Starting materials: C(C)(=O)OCC1=C(N2C(C(C2SC1)NC(C(N1C=CC=C1)C(=O)OCC)=O)=O)C(=O)O (3-[(Acetyloxy)methyl]-7-[[2-carboethoxy-2-(1-pyrryl)acetyl]amino]-8-oxo-5-thia-1-azabicyclo[4.2.0]-oct-2-ene-2-carboxylic acid), FC(C(=O)O)(F)F (trifluoroacetic acid). Conditions: temperature 0 celsius, time 30 minute. Product: C(C)(=O)OCC1=C(N2C(C(C2SC1)NC(C(N1C=CC=C1)C(=O)O)=O)=O)C(=O)O (3-[(Acetyloxy)methyl]-7-[[2-carboxy-2-(1-pyrryl)acetyl]amino]-8-oxo-5-thia-1-azabicyclo[4.2.0]oct-2-ene-2-carboxylic acid). RXN SMILES: [C:1]([O:4][CH2:5][C:6]1[CH2:13][S:12][CH:11]2[N:8]([C:9](=[O:28])[CH:10]2[NH:14][C:15](=[O:27])[CH:16]([C:22]([O:24]CC)=[O:23])[N:17]2[CH:21]=[CH:20][CH:19]=[CH:18]2)[C:7]=1[C:29]([OH:31])=[O:30])(=[O:3])[CH3:2].FC(F)(F)C(O)=O>>[C:1]([O:4][CH2:5][C:6]1[CH2:13][S:12][CH:11]2[N:8]([C:9](=[O:28])[CH:10]2[NH:14][C:15](=[O:27])[CH:16]([C:22]([OH:24])=[O:23])[N:17]2[CH:21]=[CH:20][CH:19]=[CH:18]2)[C:7]=1[C:29]([OH:31])=[O:30])(=[O:3])[CH3:2]. Procedure details: 3-[(Acetyloxy)methyl]-7-[[2-carboethoxy-2-(1-pyrryl)acetyl]amino]-8-oxo-5-thia-1-azabicyclo[4.2.0]-oct-2-ene-2-carboxylic acid is added to trifluoroacetic acid (TFA) maintained at 0° C. This mixture is stirred for about 30 minutes, warmed to about 20° C. for about 30 minutes and then warmed (maximum of 25° C.) under vacuum to remove the TFA. The acid is taken up in ethyl acetate. The ethyl acetate is washed with water, dried over magnesium sulfate, filtered and partially concentrated. The title ... Reactants: CC(=O)O, CC(=Cc1ccc(F)cc1)C(O)(Cc1c[nH]nn1)c1ccc(F)cc1F. Yields the product CC(Cc1ccc(F)cc1)C(O)(Cc1c[nH]nn1)c1ccc(F)cc1F. RXN SMILES: [CH3:27][C:28](=[O:29])[OH:30].[F:1][c:2]1[c:3]([C:9]([CH2:10][c:11]2[n:12][n:13][nH:14][cH:15]2)([OH:16])[C:17](=[CH:18][c:19]2[cH:20][cH:21][c:22]([F:25])[cH:23][cH:24]2)[CH3:26])[cH:4][cH:5][c:6]([F:8])[cH:7]1>>[F:1][c:2]1[c:3]([C:9]([CH2:10][c:11]2[n:12][n:13][nH:14][cH:15]2)([OH:16])[CH:17]([CH2:18][c:19]2[cH:20][cH:21][c:22]([F:25])[cH:23][cH:24]2)[CH3:26])[cH:4][cH:5][c:6]([F:8])[cH:7]1.